From a dataset of the Open Reaction Database (ORD), a public repository of structured organic reaction records. describe an organic reaction: reactants, conditions, products, and yield The reactants are C(=O)([O-])[O-].[Na+].[Na+] (Na2CO3), BrC=1N=C(N(C1C1=NC(=NC=C1)Cl)COCC[Si](C)(C)C)C1(CC1)C (4-(4-bromo-2-(1-methylcyclopropyl)-1-((2-(trimethylsilyl)ethoxy)methyl)-1H-imidazol-5-yl)-2-chloropyrimidine), CCN(C(C)C)C(C)C (DIEA), NCCC#N (3-aminopropionitrile). The solvent is CN1CCCC1=O (NMP), CCOC(=O)C (EtOAc). Conditions: temperature 90 celsius, time 5 hour. Product: BrC=1N=C(N(C1C1=NC(=NC=C1)NCCC#N)COCC[Si](C)(C)C)C1(CC1)C (3-(4-(4-bromo-2-(1-methylcyclopropyl)-1-((2-(trimethylsilyl)ethoxy)methyl)-1H-imidazol-5-yl)pyrimidin-2-ylamino)propanenitrile). The yield is 100.0%. Reaction SMILES: C([O-])([O-])=O.[Na+].[Na+].[Br:7][C:8]1[N:9]=[C:10]([C:28]2([CH3:31])[CH2:30][CH2:29]2)[N:11]([CH2:20][O:21][CH2:22][CH2:23][Si:24]([CH3:27])([CH3:26])[CH3:25])[C:12]=1[C:13]1[CH:18]=[CH:17][N:16]=[C:15](Cl)[N:14]=1.CCN(C(C)C)C(C)C.[NH2:41][CH2:42][CH2:43][C:44]#[N:45]>CN1C(=O)CCC1.CCOC(C)=O>[Br:7][C:8]1[N:9]=[C:10]([C:28]2([CH3:31])[CH2:30][CH2:29]2)[N:11]([CH2:20][O:21][CH2:22][CH2:23][Si:24]([CH3:27])([CH3:26])[CH3:25])[C:12]=1[C:13]1[CH:18]=[CH:17][N:16]=[C:15]([NH:45][CH2:44][CH2:43][C:42]#[N:41])[N:14]=1 |f:0.1.2|. Procedure details: Solid Na2CO3 (1.11 g, 10.5 mmol) was added to a solution of 4-(4-bromo-2-(1-methylcyclopropyl)-1-((2-(trimethylsilyl)ethoxy)methyl)-1H-imidazol-5-yl)-2-chloropyrimidine (I-3a, step 4, 2.33 g, 5.2 mmol), DIEA (1.8 mL, 10.5 mmol), and 3-aminopropionitrile (1.2 mL, 15.7 mmol) in NMP (3 mL) and the resulting reaction mixture was heated to 90° C. After 5 hours, LCMS indicated complete reaction and the reaction was allowed to cool to room temperature. EtOAc (75 mL) was added the organic phase was wash... The reactants are Cl.C1(=CC=C(C=C1)C(=O)N1CCCCC2=C1C=C(C=C2)/C=C/CN(C)C)C2=CC=CC=C2 ((E)-3-[1-([1,1′-Biphenyl]-4-ylcarbonyl)-2,3,4,5-tetrahydro-1H-1-benzazepin-8-yl]-N,N-dimethyl-2-propen-1-amine hydrochloride), [H][H] (hydrogen). Reagents/catalysts: [C].[Pd] (Palladium-carbon). Run in O1CCCC1 (tetrahydrofuran). Yields the product Cl.C1(=CC=C(C=C1)C(=O)N1CCCCC2=C1C=C(C=C2)CCCN(C)C)C2=CC=CC=C2 (3-[1-([1,1′-Biphenyl]-4-ylcarbonyl)-2,3,4,5-tetrahydro-1H-1-benzazepin-8-yl]-N,N-dimethyl-1-propanamine hydrochloride). RXN SMILES: [ClH:1].[C:2]1([C:27]2[CH:32]=[CH:31][CH:30]=[CH:29][CH:28]=2)[CH:7]=[CH:6][C:5]([C:8]([N:10]2[C:16]3[CH:17]=[C:18](/[CH:21]=[CH:22]/[CH2:23][N:24]([CH3:26])[CH3:25])[CH:19]=[CH:20][C:15]=3[CH2:14][CH2:13][CH2:12][CH2:11]2)=[O:9])=[CH:4][CH:3]=1.[H][H]>O1CCCC1.[C].[Pd]>[ClH:1].[C:2]1([C:27]2[CH:28]=[CH:29][CH:30]=[CH:31][CH:32]=2)[CH:7]=[CH:6][C:5]([C:8]([N:10]2[C:16]3[CH:17]=[C:18]([CH2:21][CH2:22][CH2:23][N:24]([CH3:26])[CH3:25])[CH:19]=[CH:20][C:15]=3[CH2:14][CH2:13][CH2:12][CH2:11]2)=[O:9])=[CH:4][CH:3]=1 |f:0.1,4.5,6.7|. Reported procedure: Palladium-carbon (200 mg) was added to a solution of (E)-3-[1-([1,1′-biphenyl]-4-ylcarbonyl)-2,3,4,5-tetrahydro-1H-1-benzazepin-8-yl]-N,N-dimethyl-2-propen-1-amine (238 mg, 0.580 mmol) obtained in Example 2 in tetrahydrofuran, and the mixture was stirred in a hydrogen atmosphere for 1.5 days. The catalyst was filtered off, and the solvent was distilled away under reduced pressure. The resultant residues were purified by alumina column chromatography (developing solvent; hexane:ethyl acetate=3:1)... Starting materials: C(C=C)OC(=O)NCC(O)C1=CC=CC=C1 (Racemic N-allyloxycarbonyl-2-amino-1-phenylethanol), N1=CC=CC=C1 (pyridine), C(C)(=O)OC(C)=O (acetic anhydride), C(C)(=O)OC(CNC(=O)OCC=C)C1=CC=CC=C1 (N-Allyloxycarbonyl-2-amino-1-phenylethanol acetate), C(C)(=O)OC(CNC(=O)OCC=C)C1=CC=CC=C1 (N-Allyloxycarbonyl-2-amino-1-phenylethanol acetate). Reaction conditions: time 4 hour. The product is hexanes EtOAc, COC(=O)C=1CC2=C(C=CC=C2CC1NC(=O)OCC=C)OC (N-allyloxycarbonyl-1,4-dihydro-3-amino-8-methoxy-2-naphtoic acid methylester). Yield: 83.0%. RXN SMILES: C(O[CH:5]([C:14]1[CH:19]=[CH:18][CH:17]=[CH:16][CH:15]=1)[CH2:6][NH:7][C:8]([O:10][CH2:11][CH:12]=[CH2:13])=[O:9])(=O)C.[CH2:20]([O:23]C(NCC(C1C=CC=CC=1)O)=O)C=C.[C:36]([O:39][C:40](=[O:42])[CH3:41])(=O)C.N1C=CC=C[CH:44]=1>>[CH3:36][O:39][C:40]([C:41]1[CH2:44][C:15]2[C:14]([CH2:5][C:6]=1[NH:7][C:8]([O:10][CH2:11][CH:12]=[CH2:13])=[O:9])=[CH:19][CH:18]=[CH:17][C:16]=2[O:23][CH3:20])=[O:42]. Procedure: Synthesis of N-Allyloxycarbonyl-2-amino-1-phenylethanol acetate (26) as illustrated in FIG. 5. reaction 5: ##STR14## Compound 26: Chemical method: Racemic N-allyloxycarbonyl-2-amino-1-phenylethanol 25 (51 mg, 0.23 mmol; see chemical synthesis for 23) was dissolved in dry pyridine (0.5 mL) and treated with acetic anhydride (0.33 mL, mmol). After stirring for 4 hours. at rt, the mixture was concentrated to a small volume in vacuo, dissolved in EtOAc, washed with 1N KHSO4 and brine, dried (MgSO4), ... The reactants are O, CC(O)CNS(=O)(=O)c1ccc(Cl)c2ncccc12, Cc1ccc(S(=O)(=O)Cl)cc1, c1ccncc1. Product: Cc1ccc(S(=O)(=O)OC(C)CNS(=O)(=O)c2ccc(Cl)c3ncccc23)cc1. Reaction SMILES: [OH2:37].[OH:1][CH:2]([CH2:3][NH:4][S:5](=[O:6])(=[O:7])[c:8]1[c:9]2[cH:10][cH:11][cH:12][n:13][c:14]2[c:15]([Cl:18])[cH:16][cH:17]1)[CH3:19].[c:26]1([CH3:36])[cH:27][cH:28][c:29]([S:32](=[O:33])(=[O:34])[Cl:35])[cH:30][cH:31]1.[cH:20]1[cH:21][cH:22][n:23][cH:24][cH:25]1>>[O:1]([CH:2]([CH2:3][NH:4][S:5](=[O:6])(=[O:7])[c:8]1[c:9]2[cH:10][cH:11][cH:12][n:13][c:14]2[c:15]([Cl:18])[cH:16][cH:17]1)[CH3:19])[S:32]([c:29]1[cH:28][cH:27][c:26]([CH3:36])[cH:31][cH:30]1)(=[O:33])=[O:34]. Starting materials: CC1CNCC(C)N1, O=C1Nc2cc(Cl)ccc2Nc2ccccc21. Yields the product CC1CN(C2=Nc3cc(Cl)ccc3Nc3ccccc32)CC(C)N1. RXN SMILES: [CH3:18][CH:19]1[NH:20][CH:21]([CH3:25])[CH2:22][NH:23][CH2:24]1.[Cl:1][c:2]1[cH:3][cH:4][c:5]2[c:6]([cH:17]1)[NH:7][C:8](=[O:16])[c:9]1[c:10]([cH:12][cH:13][cH:14][cH:15]1)[NH:11]2>>[Cl:1][c:2]1[cH:3][cH:4][c:5]2[c:6]([cH:17]1)[N:7]=[C:8]([N:23]1[CH2:22][CH:21]([CH3:25])[NH:20][CH:19]([CH3:18])[CH2:24]1)[c:9]1[c:10]([cH:12][cH:13][cH:14][cH:15]1)[NH:11]2. Starting materials: O, O=[N+]([O-])O, CC(C)c1nc(O)cc(O)n1. The product is CC(C)c1nc(O)c([N+](=O)[O-])c(O)n1. RXN SMILES: [OH2:16].[OH:12][N+:13]([O-:14])=[O:15].[OH:1][c:2]1[n:3][c:4]([CH:9]([CH3:10])[CH3:11])[n:5][c:6]([OH:8])[cH:7]1>>[OH:1][c:2]1[n:3][c:4]([CH:9]([CH3:10])[CH3:11])[n:5][c:6]([OH:8])[c:7]1[N+:13](=[O:12])[O-:14]. The reactants are [C-]#N, CC(C)C[Al+]CC(C)C, N#CCc1ccccc1, CC[Al+]CC, Cc1ccccc1, CO, [H-], [Na+], [Na+], O=S(=O)([O-])[O-]. Yields the product N#CC(N)Cc1ccccc1. Reaction SMILES: [C-:20]#[N:21].[CH2:11]([Al+:12][CH2:13][CH:14]([CH3:15])[CH3:16])[CH:17]([CH3:18])[CH3:19].[CH2:1]([c:2]1[cH:3][cH:4][cH:5][cH:6][cH:7]1)[C:8]#[N:9].[CH2:22]([Al+:23][CH2:24][CH3:25])[CH3:26].[CH3:34][c:35]1[cH:36][cH:37][cH:38][cH:39][cH:40]1.[CH3:41][OH:42].[H-:10].[Na+:27].[Na+:28].[O-:29][S:30](=[O:31])(=[O:32])[O-:33]>>[CH2:1]([c:2]1[cH:3][cH:4][cH:5][cH:6][cH:7]1)[CH:8]([NH2:9])[C:20]#[N:21].